From a dataset of the Open Reaction Database (ORD), a public repository of structured organic reaction records. describe an organic reaction: reactants, conditions, products, and yield The reactants are O=C1CCN(CCC1)C(=O)OC(C)(C)C (tert-Butyl 4-oxoazepane-1-carboxylate), BrC1=NC(=CC=C1)NN (2-bromo-6-hydrazinylpyridine). Solvent: CCOCC (Et2O). Reaction conditions: time 1.5 hour. Yields the product BrC1=CC=CC(=N1)NN=C1CCN(CCC1)C(=O)OC(C)(C)C (tert-Butyl 4-(2-(6-bromopyridin-2-yl)hydrazono)azepane-1-carboxylate). The yield is 99.9%. RXN SMILES: O=[C:2]1[CH2:8][CH2:7][CH2:6][N:5]([C:9]([O:11][C:12]([CH3:15])([CH3:14])[CH3:13])=[O:10])[CH2:4][CH2:3]1.[Br:16][C:17]1[CH:22]=[CH:21][CH:20]=[C:19]([NH:23][NH2:24])[N:18]=1>CCOCC>[Br:16][C:17]1[N:18]=[C:19]([NH:23][N:24]=[C:2]2[CH2:8][CH2:7][CH2:6][N:5]([C:9]([O:11][C:12]([CH3:15])([CH3:14])[CH3:13])=[O:10])[CH2:4][CH2:3]2)[CH:20]=[CH:21][CH:22]=1. Procedure details: tert-Butyl 4-oxoazepane-1-carboxylate (1.7 g, 8.1 mmol) was added to a solution of 2-bromo-6-hydrazinylpyridine (1.5 g, 8.1 mmol) in Et2O (27 mL), and the resulting solution was stirred at ambient temperature for 1.5 h. The solution was concentrated under reduced pressure to provide the title compound (3.1 g, 99%) as a light orange solid: 1H NMR (300 MHz, DMSO-d6) δ 9.89-9.68 (m, 1H), 7.50-7.45 (m, 1H), 7.04-7.01 (m, 1H), 6.89-6.85 (m, 1H), 3.48-3.28 (m, 4H), 2.59-2.50 (m, 4H, overlaps with H2O)... Starting materials: CCCN1CCCCC1C(O)COC, ClC(Cl)Cl, Cl, O=S(Cl)Cl. Yields the product CCCN1CCCCC1C(Cl)COC. RXN SMILES: [CH2:1]([CH2:2][CH3:3])[N:4]1[CH:5]([CH:10]([CH2:11][O:12][CH3:13])[OH:14])[CH2:6][CH2:7][CH2:8][CH2:9]1.[CH:15]([Cl:16])([Cl:17])[Cl:18].[Cl:23].[S:19]([Cl:20])([Cl:21])=[O:22]>>[CH2:1]([CH2:2][CH3:3])[N:4]1[CH:5]([CH:10]([CH2:11][O:12][CH3:13])[Cl:16])[CH2:6][CH2:7][CH2:8][CH2:9]1. Starting materials: C(C)O (ethanol), C([O-])([O-])=O.[K+].[K+] (potassium carbonate), BrC=1C=CC2=C(C=C(CCN2CC=2SC=CC2)C(=O)O)C1 (7-bromo-1-(2-thienylmethyl)-2,3-dihydro-1-benzazepine-4-carboxylic acid), B(OC1=CC=C(C=C1)OCCOCCC)([O-])[O-] (4-propoxyethoxyphenyl borate). Reagents/catalysts: C=1C=CC(=CC1)[P](C=2C=CC=CC2)(C=3C=CC=CC3)[Pd]([P](C=4C=CC=CC4)(C=5C=CC=CC5)C=6C=CC=CC6)([P](C=7C=CC=CC7)(C=8C=CC=CC8)C=9C=CC=CC9)[P](C=1C=CC=CC1)(C=1C=CC=CC1)C=1C=CC=CC1 (tetrakistriphenylphosphinepalladium). Solvent: C1(=CC=CC=C1)C (toluene), O (water), O (water). Run at temperature 100 celsius, time 30 minute. The product is C(CC)OCCOC1=CC=C(C=C1)C=1C=CC2=C(C=C(CCN2CC=2SC=CC2)C(=O)O)C1 (7-(4-propoxyethoxyphenyl)-1-(2-thienylmethyl)-2,3-dihydro-1-benzazepine-4-carboxylic acid). The yield is 42.3%. RXN SMILES: C(O)C.Br[C:5]1[CH:6]=[CH:7][C:8]2[N:14]([CH2:15][C:16]3[S:17][CH:18]=[CH:19][CH:20]=3)[CH2:13][CH2:12][C:11]([C:21]([OH:23])=[O:22])=[CH:10][C:9]=2[CH:24]=1.B([O-])([O-])O[C:27]1[CH:32]=[CH:31][C:30]([O:33][CH2:34][CH2:35][O:36][CH2:37][CH2:38][CH3:39])=[CH:29][CH:28]=1.C(=O)([O-])[O-].[K+].[K+]>C1(C)C=CC=CC=1.C1C=CC([P]([Pd]([P](C2C=CC=CC=2)(C2C=CC=CC=2)C2C=CC=CC=2)([P](C2C=CC=CC=2)(C2C=CC=CC=2)C2C=CC=CC=2)[P](C2C=CC=CC=2)(C2C=CC=CC=2)C2C=CC=CC=2)(C2C=CC=CC=2)C2C=CC=CC=2)=CC=1.O>[CH2:37]([O:36][CH2:35][CH2:34][O:33][C:30]1[CH:29]=[CH:28][C:27]([C:5]2[CH:6]=[CH:7][C:8]3[N:14]([CH2:15][C:16]4[S:17][CH:18]=[CH:19][CH:20]=4)[CH2:13][CH2:12][C:11]([C:21]([OH:23])=[O:22])=[CH:10][C:9]=3[CH:24]=2)=[CH:32][CH:31]=1)[CH2:38][CH3:39] |f:3.4.5,^1:58,60,79,98|. Procedure: In toluene (30 ml), ethanol (3 ml) and water (3 ml) were suspended 7-bromo-1-(2-thienylmethyl)-2,3-dihydro-1-benzazepine-4-carboxylic acid (500 mg), 4-propoxyethoxyphenyl borate (615 mg) and potassium carbonate (949 mg), and the suspension was stirred under argon atmosphere for 30 minutes. Then, to the suspension was added tetrakistriphenylphosphinepalladium (111 mg), and the mixture was heated under argon atmosphere at 100° C. for 6 hours. After allowing to cool, water was added thereto, and th... Reactants: FC(C(=O)O)(F)F.N[C@@H]1C(NC2=C(OC1)C=C(C=C2)C)=O ((S)-3-amino-8-methyl-2,3-dihydrobenzo[b][1,4]oxazepin-4(5H)-one trifluoroacetate), FC1=C(C=C(C=C1)C(F)(F)F)[N+](=O)[O-] (1-fluoro-2-nitro-4-(trifluoromethyl)benzene), C(C)(C)(C)OC(=O)N[C@H](C(=O)O)[C@H](C)O ((2S,3S)-2-(tert-butoxycarbonylamino)-3-hydroxybutanoic acid), salt. Reaction conditions: time 8 hour. Product: FC(C(=O)O)(F)F.N[C@@H]1C(NC2=C(O[C@H]1C)C=CC(=C2)C(F)(F)F)=O ((2S,3S)-3-Amino-2-methyl-7-(trifluoromethyl)-2,3-dihydrobenzo[b][1,4]oxazepin-4(5H)-one trifluoroacetate). Reaction SMILES: [F:1][C:2]([F:7])([F:6])[C:3]([OH:5])=[O:4].N[C@H]1COC2C=C(C)C=CC=2NC1=O.C(OC([NH:29][C@@H:30]([C@@H:34]([OH:36])[CH3:35])[C:31](O)=[O:32])=O)(C)(C)C.F[C:38]1[CH:43]=[CH:42][C:41]([C:44]([F:47])([F:46])[F:45])=[CH:40][C:39]=1[N+:48]([O-])=O>>[F:1][C:2]([F:7])([F:6])[C:3]([OH:5])=[O:4].[NH2:29][C@H:30]1[C@H:34]([CH3:35])[O:36][C:38]2[CH:43]=[CH:42][C:41]([C:44]([F:47])([F:46])[F:45])=[CH:40][C:39]=2[NH:48][C:31]1=[O:32] |f:0.1,4.5|. Procedure: In a similar manner to that described for the preparation of (S)-3-amino-8-methyl-2,3-dihydrobenzo[b][1,4]oxazepin-4(5H)-one trifluoroacetate except in Step 1 the mixture was stirred overnight and in Step 2 the mixture was stirred 3 h, (2S,3S)-2-(tert-butoxycarbonylamino)-3-hydroxybutanoic acid discyclohexylamine salt (2.0 g, 5.00 mmol) and 1-fluoro-2-nitro-4-(trifluoromethyl)benzene (1.04 g, 5.00 mmol) were converted to the title compound (58 mg) which was used without purification. Run in C1(=CC=CC=C1)C (toluene). Isolated yield 59.6%. Reaction SMILES: O.[C:2](=[S:8])([S-:7])[S:3][CH:4]([CH3:6])[CH3:5].[K+].Cl[CH2:11][C:12]#[N:13]>S(=O)(=O)(O)[O-].C([N+](CCCC)(CCCC)CCCC)CCC.C1(C)C=CC=CC=1>[C:2](=[S:7])([S:8][CH2:11][C:12]#[N:13])[S:3][CH:4]([CH3:6])[CH3:5] |f:1.2,4.5|. Reported procedure: To a two phase system containing 100 ml of water, 100 ml of toluene, 19.0 g (100 mmol) of potassium isopropyl trithiocarbonate and 50 mg of tetrabutyl ammonium bisulfate, a phase transfer catalyst, is added 6.3 ml (100 mmol) of chloroacetonitrile. The temperature of the reaction is maintained at between 20° and 30° C. After 4.5 hours the layers are separated and the toluene layer washed with water, brine, dried with Na2SO4, filtered, and concentrated in vacuo. The residue is distilled to give 11... The product is C(SC(C)C)(SCC#N)=S (isopropyl cyanomethyl trithiocarbonate). Reagents/catalysts: S([O-])(O)(=O)=O.C(CCC)[N+](CCCC)(CCCC)CCCC (tetrabutyl ammonium bisulfate). Starting materials: O (water), C(SC(C)C)([S-])=S.[K+] (potassium isopropyl trithiocarbonate), ClCC#N (chloroacetonitrile). Reactants: OCC1OC(c2ccc(C3CC3)c(Cc3ccc4c(c3)OCCO4)c2)C(O)C(O)C1O, COC(=O)Cl, ClCCl, Cl, Cc1cc(C)nc(C)c1. The product is COC(=O)OCC1OC(c2ccc(C3CC3)c(Cc3ccc4c(c3)OCCO4)c2)C(O)C(O)C1O. Reaction SMILES: [CH:1]1([c:4]2[c:5]([CH2:21][c:22]3[cH:23][c:24]4[c:25]([cH:30][cH:31]3)[O:26][CH2:27][CH2:28][O:29]4)[cH:6][c:7]([CH:10]3[O:11][CH:12]([CH2:19][OH:20])[CH:13]([OH:18])[CH:14]([OH:17])[CH:15]3[OH:16])[cH:8][cH:9]2)[CH2:2][CH2:3]1.[Cl:32][C:33](=[O:34])[O:35][CH3:36].[Cl:47][CH2:48][Cl:49].[ClH:37].[n:38]1[c:39]([CH3:40])[cH:41][c:42]([CH3:43])[cH:44][c:45]1[CH3:46]>>[CH:1]1([c:4]2[c:5]([CH2:21][c:22]3[cH:23][c:24]4[c:25]([cH:30][cH:31]3)[O:26][CH2:27][CH2:28][O:29]4)[cH:6][c:7]([CH:10]3[O:11][CH:12]([CH2:19][O:20][C:33](=[O:34])[O:35][CH3:36])[CH:13]([OH:18])[CH:14]([OH:17])[CH:15]3[OH:16])[cH:8][cH:9]2)[CH2:2][CH2:3]1.